Dataset: the Open Reaction Database (ORD), a public repository of structured organic reaction records. Task: describe an organic reaction: reactants, conditions, products, and yield Starting materials: CCCCSCC(=O)O, Cc1ccccc1, c1cncc(CNC2CCCCC2)c1, C(=NC1CCCCC1)=NC1CCCCC1. Product: CCCCSCC(=O)N(Cc1cccnc1)C1CCCCC1. As a reaction SMILES: [CH2:15]([CH2:16][CH2:17][CH3:18])[S:19][CH2:20][C:21](=[O:22])[OH:23].[CH3:39][c:40]1[cH:41][cH:42][cH:43][cH:44][cH:45]1.[CH:1]1([NH:7][CH2:8][c:9]2[cH:10][n:11][cH:12][cH:13][cH:14]2)[CH2:2][CH2:3][CH2:4][CH2:5][CH2:6]1.[CH:24]1([N:25]=[C:26]=[N:27][CH:28]2[CH2:29][CH2:30][CH2:31][CH2:32][CH2:33]2)[CH2:34][CH2:35][CH2:36][CH2:37][CH2:38]1>>[CH:1]1([N:7]([CH2:8][c:9]2[cH:10][n:11][cH:12][cH:13][cH:14]2)[C:21]([CH2:20][S:19][CH2:15][CH2:16][CH2:17][CH3:18])=[O:22])[CH2:2][CH2:3][CH2:4][CH2:5][CH2:6]1.